Dataset: the Open Reaction Database (ORD), a public repository of structured organic reaction records. Task: describe an organic reaction: reactants, conditions, products, and yield Starting materials: ClCC1=CC=C(C=C1)NC(=O)C1=CC2=CC(=CC=C2CC1)C1=CC=C(C=C1)C (N-[4-(chloromethyl)-phenyl]-7-(4-methylphenyl)-3,4-dihydro-naphthalene-2-carboxamide), CN1CCNCC1 (1-methylpiperazine), C(O)([O-])=O.[Na+] (sodium hydrogen carbonate). Run in C1CCOC1 (THF). Yields the product CC1=CC=C(C=C1)C1=CC=C2CCC(=CC2=C1)C(=O)NC1=CC=C(C=C1)CN1CCN(CC1)C (7-(4-methylphenyl)-N-[4-(4-methyl-1-piperazinylmethyl)-phenyl]-3,4-dihydronaphthalene-2-carboxamide). Reaction SMILES: ClC[C:3]1[CH:8]=[CH:7][C:6]([NH:9][C:10]([C:12]2[CH2:21][CH2:20][C:19]3[C:14](=[CH:15][C:16]([C:22]4[CH:27]=[CH:26][C:25]([CH3:28])=[CH:24][CH:23]=4)=[CH:17][CH:18]=3)[CH:13]=2)=[O:11])=[CH:5][CH:4]=1.[CH3:29][N:30]1[CH2:35][CH2:34][NH:33][CH2:32][CH2:31]1.[C:36](=O)([O-])O.[Na+]>C1COCC1>[CH3:28][C:25]1[CH:26]=[CH:27][C:22]([C:16]2[CH:15]=[C:14]3[C:19]([CH2:20][CH2:21][C:12]([C:10]([NH:9][C:6]4[CH:7]=[CH:8][C:3]([CH2:29][N:30]5[CH2:35][CH2:34][N:33]([CH3:36])[CH2:32][CH2:31]5)=[CH:4][CH:5]=4)=[O:11])=[CH:13]3)=[CH:18][CH:17]=2)=[CH:23][CH:24]=1 |f:2.3|. Reported procedure: In THF (7ml) was dissolved N-[4-(chloromethyl)-phenyl]-7-(4-methylphenyl)-3,4-dihydro-naphthalene-2-carboxamide (150mg), and to the mixture was added 1-methylpiperazine (129 μl). The mixture was refluxed for 24 hours. The reaction mixture was cooled to room temperature, and to the mixture was added 5% sodium hydrogen carbonate solution (50ml). The mixture was extracted with ethyl acetate. The organic layer was washed with saturated sodium chloride solution, dried with anhydrous sodium sulfate, a... Reactants: N[C@@H]1CC[C@H](CC1)N (trans-1,4-diaminocyclohexane), ClC1=NC(=C2N=CNC2=N1)N1C=NC2=C1C=CC(=C2)OC (2-chloro-6-(5-methoxy-1H-benzimidazol-1-yl)-9H-purine). The solvent is CS(=O)C (DMSO). Run at temperature 120 celsius. Yields the product Cl.Cl.COC1=CC2=C(N(C=N2)C2=C3N=CNC3=NC(=N2)N[C@@H]2CC[C@H](CC2)N)C=C1 (Trans-N-[6-(5-methoxy-1H-benzimidazol-1-yl)-9H-purin-2-yl]-1,4-cyclohexanediamine dihydrochloride). The yield is 6.7%. RXN SMILES: [NH2:1][C@H:2]1[CH2:7][CH2:6][C@H:5]([NH2:8])[CH2:4][CH2:3]1.[Cl:9][C:10]1[N:18]=[C:17]2[C:13]([N:14]=[CH:15][NH:16]2)=[C:12]([N:19]2[C:23]3[CH:24]=[CH:25][C:26]([O:28][CH3:29])=[CH:27][C:22]=3[N:21]=[CH:20]2)[N:11]=1>CS(C)=O>[ClH:9].[ClH:9].[CH3:29][O:28][C:26]1[CH:25]=[CH:24][C:23]2[N:19]([C:12]3[N:11]=[C:10]([NH:1][C@H:2]4[CH2:7][CH2:6][C@H:5]([NH2:8])[CH2:4][CH2:3]4)[N:18]=[C:17]4[C:13]=3[N:14]=[CH:15][NH:16]4)[CH:20]=[N:21][C:22]=2[CH:27]=1 |f:3.4.5|. Reported procedure: 969 mg of trans-1,4-diaminocyclohexane are brought to its melting temperature (70° C.), 5100 mg of product obtained in stage 1 above (no name) and 10 ml of DMSO are added in a single step, and the mixture is then heated at 120° C. for approximately 72 hours. The mixture is allowed to return to ambient temperature. Purification is carried out by chromatography on silica with an MeOH—NH4OH: 98-2 mixture for eluent. The purified product is dissolved in ethanol and HCl-AcOEt is then added. Partial d... As a reaction SMILES: [C:1]([O:2][C:3](=[O:4])[NH:8][CH2:9][CH2:10][N:11]1[C:12](=[O:21])[c:13]2[c:14]([cH:17][cH:18][cH:19][cH:20]2)[C:15]1=[O:16])([CH3:5])([CH3:6])[CH3:7].[CH3:23][CH2:24][O:25][C:26](=[O:27])[CH3:28].[ClH:22]>>[ClH:22].[NH2:8][CH2:9][CH2:10][N:11]1[C:12](=[O:21])[c:13]2[c:14]([cH:17][cH:18][cH:19][cH:20]2)[C:15]1=[O:16]. The reactants are CC(C)(C)OC(=O)NCCN1C(=O)c2ccccc2C1=O, CCOC(C)=O, Cl. The product is Cl, NCCN1C(=O)c2ccccc2C1=O. Starting materials: N#Cc1ccc([N+](=O)[O-])c(F)c1, CN(C)C=O, CCN(C(C)C)C(C)C, Cl, Cl, NC1CCN(C2CCOCC2)CC1, O. The product is N#Cc1ccc([N+](=O)[O-])c(NC2CCN(C3CCOCC3)CC2)c1. RXN SMILES: [C:1](#[N:2])[c:3]1[cH:4][c:5]([F:12])[c:6]([N+:9](=[O:10])[O-:11])[cH:7][cH:8]1.[CH3:37][N:38]([CH3:39])[CH:40]=[O:41].[CH:28]([N:29]([CH:30]([CH3:31])[CH3:32])[CH2:33][CH3:34])([CH3:35])[CH3:36].[ClH:13].[ClH:14].[O:15]1[CH2:16][CH2:17][CH:18]([N:21]2[CH2:22][CH2:23][CH:24]([NH2:27])[CH2:25][CH2:26]2)[CH2:19][CH2:20]1.[OH2:42]>>[C:1](#[N:2])[c:3]1[cH:4][c:5]([NH:27][CH:24]2[CH2:23][CH2:22][N:21]([CH:18]3[CH2:17][CH2:16][O:15][CH2:20][CH2:19]3)[CH2:26][CH2:25]2)[c:6]([N+:9](=[O:10])[O-:11])[cH:7][cH:8]1. The reactants are CO, CSc1cccc(C(CC2CCCC2)C(=O)O)c1, [O-][I+3]([O-])([O-])[O-], [Na+], O. The product is CS(=O)c1cccc(C(CC2CCCC2)C(=O)O)c1. Reaction SMILES: [CH3:26][OH:27].[CH:7]1([CH2:12][CH:13]([C:14](=[O:15])[OH:16])[c:17]2[cH:18][c:19]([S:23][CH3:24])[cH:20][cH:21][cH:22]2)[CH2:8][CH2:9][CH2:10][CH2:11]1.[I+3:1]([O-:2])([O-:3])([O-:4])[O-:5].[Na+:6].[OH2:25]>>[O:2]=[S:23]([c:19]1[cH:18][c:17]([CH:13]([CH2:12][CH:7]2[CH2:8][CH2:9][CH2:10][CH2:11]2)[C:14](=[O:15])[OH:16])[cH:22][cH:21][cH:20]1)[CH3:24]. Reactants: BrC1=CC(=CC(=C1)F)Cl (1-bromo-3-chloro-5-fluorobenzene), N1CCOCC1 (morpholine), C([O-])([O-])=O.[K+].[K+] (potassium carbonate). The solvent is CN(C)C=O (DMF). Reaction conditions: time 24 hour. The product is BrC=1C=C(C=C(C1)Cl)N1CCOCC1 (4-(3-bromo-5-chlorophenyl)morpholine). RXN SMILES: [Br:1][C:2]1[CH:7]=[C:6](F)[CH:5]=[C:4]([Cl:9])[CH:3]=1.[NH:10]1[CH2:15][CH2:14][O:13][CH2:12][CH2:11]1.C(=O)([O-])[O-].[K+].[K+]>CN(C=O)C>[Br:1][C:2]1[CH:7]=[C:6]([N:10]2[CH2:15][CH2:14][O:13][CH2:12][CH2:11]2)[CH:5]=[C:4]([Cl:9])[CH:3]=1 |f:2.3.4|. Procedure details: A solution of 1-bromo-3-chloro-5-fluorobenzene (5.05 g, 24.11 mmol), morpholine (3.15 mL, 36.2 mmol), potassium carbonate (6.66 g, 48.2 mmol), and DMF (45 mL) was stirred at 60° C. for 48 h, then at 110° C. for 24 h. The reaction mixture was concd, and the resulting residue was partitioned between EtOAc and water. The organic phase was dried over magnesium sulfate and concd, affording a crude material that was purified by column chromatography (silica; 0-10% EtOAc in hexanes) to yield 4-(3-bromo...